This data is from the Open Reaction Database (ORD), a public repository of structured organic reaction records. The task is: describe an organic reaction: reactants, conditions, products, and yield Reactants: IC (iodomethane), Cl (HCl), FC=1C=C(C(=O)O)C=CC1C(F)(F)F (3-fluoro-4-trifluoromethylbenzoic acid), C(CCC)[Li] (n-butyllithium), pure product. Solvent: C1CCOC1 (THF), C1CCOC1 (THF). Reaction conditions: time 3.5 hour. Yields the product FC=1C(=C(C(=O)O)C=CC1C(F)(F)F)C (3-fluoro-2-methyl-4-trifluoromethylbenzoic acid). RXN SMILES: [F:1][C:2]1[CH:3]=[C:4]([CH:8]=[CH:9][C:10]=1[C:11]([F:14])([F:13])[F:12])[C:5]([OH:7])=[O:6].[CH2:15]([Li])CCC.IC.Cl>C1COCC1>[F:1][C:2]1[C:3]([CH3:15])=[C:4]([CH:8]=[CH:9][C:10]=1[C:11]([F:12])([F:13])[F:14])[C:5]([OH:7])=[O:6]. Reported procedure: 25.0 g (120.1 mmol) of 3-fluoro-4-trifluoromethylbenzoic acid were dissolved in 250 ml of dry THF, and 100.9 ml (2.5M in hexane, 252.3 mmol) of n-butyllithium were added dropwise at a temperature of −40° C. The mixture was stirred for 3.5 h, and a solution of 51.2 g (360.4 mmol) of iodomethane in 50 ml of dry THF was then added. The mixture was stirred for 16 h, and after half an hour the temperature slowly increased to RT. For work-up, 150 ml of 1M HCl were added carefully. The mixture was extr... The reactants are COC=1C(=C2C=CN(C2=C(C1)C)S(=O)(=O)C1=CC=C(C)C=C1)C(C)(C)C1=NC2=C(N1)C=CC(=C2)C#N (2-(2-(5-methoxy-7-methyl-1-tosyl-1H-indol-4-yl)propan-2-yl)-1H-benzo[d]imidazole-5-carbonitrile), [OH-].[K+] (KOH), C(CC(C)C)N (isoamylamine). Solvent: CCO (EtOH). The product is COC=1C(=C2C=CNC2=C(C1)C)C(C)(C)C1=NC2=C(N1)C=CC(=C2)C#N (2-(2-(5-Methoxy-7-methyl-1H-indol-4-yl)propan-2-yl)-1H-benzo[d]imidazole-5-carbonitrile). RXN SMILES: [CH3:1][O:2][C:3]1[C:4]([C:23]([C:26]2[NH:30][C:29]3[CH:31]=[CH:32][C:33]([C:35]#[N:36])=[CH:34][C:28]=3[N:27]=2)([CH3:25])[CH3:24])=[C:5]2[C:9](=[C:10]([CH3:12])[CH:11]=1)[N:8](S(C1C=CC(C)=CC=1)(=O)=O)[CH:7]=[CH:6]2.[OH-].[K+].C(N)CC(C)C>CCO>[CH3:1][O:2][C:3]1[C:4]([C:23]([C:26]2[NH:30][C:29]3[CH:31]=[CH:32][C:33]([C:35]#[N:36])=[CH:34][C:28]=3[N:27]=2)([CH3:25])[CH3:24])=[C:5]2[C:9](=[C:10]([CH3:12])[CH:11]=1)[NH:8][CH:7]=[CH:6]2 |f:1.2|. Reported procedure: A solution of 2-(2-(5-methoxy-7-methyl-1-tosyl-1H-indol-4-yl)propan-2-yl)-1H-benzo[d]imidazole-5-carbonitrile (43 mg, 0.086 mmol) and KOH (48.4 mg, 0.862 mmol) and isoamylamine (150 μL, 1.29 mmol) in EtOH (1.2 mL) was heated at 100° C. under microwave irradiation for 2 h. The reaction mixture was loaded onto silica gel and was purified by silica gel flash chromatography (0-50% EtOAc:DCM), and then SFC using a 2-ethylpyridine column with 12% MeOH+0.2% DEA in CO2. 1H NMR (400 MHz, DMSO-d6) δ ppm 1... Starting materials: S (Hydrogen sulfide), C(C)OC(=O)C1=CN(C2=CC(=C(C=C2C1=O)F)C#N)CC (7-cyano-1-ethyl-6-fluoro-4-oxo-3-quinolinecarboxylic acid ethyl ester). The solvent is N1=CC=CC=C1 (pyridine), C(C)N(CC)CC (triethylamine). Run at time 8 hour. The product is C(C)OC(=O)C1=CN(C2=CC(=C(C=C2C1=O)F)C(N)=S)CC (1-Ethyl-6-fluoro-7-thiocarbamoyl-1,4-dihydro-4-oxo-3-quinolinecarboxylic acid ethyl ester). Reaction SMILES: [SH2:1].[CH2:2]([O:4][C:5]([C:7]1[C:16](=[O:17])[C:15]2[C:10](=[CH:11][C:12]([C:19]#[N:20])=[C:13]([F:18])[CH:14]=2)[N:9]([CH2:21][CH3:22])[CH:8]=1)=[O:6])[CH3:3]>N1C=CC=CC=1.C(N(CC)CC)C>[CH2:2]([O:4][C:5]([C:7]1[C:16](=[O:17])[C:15]2[C:10](=[CH:11][C:12]([C:19](=[S:1])[NH2:20])=[C:13]([F:18])[CH:14]=2)[N:9]([CH2:21][CH3:22])[CH:8]=1)=[O:6])[CH3:3]. Procedure: Hydrogen sulfide was passed through a solution of 1.50 g (5.2 mmol) 7-cyano-1-ethyl-6-fluoro-4-oxo-3-quinolinecarboxylic acid ethyl ester in 25 ml pyridine and 1 ml triethylamine for five hours. After stirring overnight in a closed flask, the precipitated solid was filtered, washed with pyridine and ether, and dried to afford 1.28 g of yellowish solid of the title compound, mp 198°-199° C. (dec). The product is C[C@@H]1[C@@H](N(CCC1)C(=O)C1=C(C=CC(=C1)C)N1N=CC=C1)CNC1=NC=C(C=C1)C(F)(F)F (rac-cis-(3-Methyl-2-(((5-(trifluoromethyl)pyridin-2-yl)amino)methyl)piperidin-1-yl)(5-methyl-2-(1H-pyrazol-1-yl)phenyl)methanone), C(=O)(C(F)(F)F)O (TFA). Reagents/catalysts: [Cu]I (CuI). Reactants: BrC1=C(C=C(C=C1)C)C(=O)N1[C@H]([C@H](CCC1)C)CNC1=NC=C(C=C1)C(F)(F)F (rac-cis-(2-bromo-5-methylphenyl)(3-methyl-2-(((5-(trifluoromethyl)pyridin-2-yl)amino)methyl)piperidin-1-yl)methanone), N1N=CC=C1 (pyrazole), CN[C@@H]1[C@H](CCCC1)NC ((1S,2S)—N1,N2-dimethylcyclohexane-1,2-diamine), C(=O)([O-])[O-].[Cs+].[Cs+] (Cs2CO3). Reaction SMILES: Br[C:2]1[CH:7]=[CH:6][C:5]([CH3:8])=[CH:4][C:3]=1[C:9]([N:11]1[CH2:16][CH2:15][CH2:14][C@H:13]([CH3:17])[C@@H:12]1[CH2:18][NH:19][C:20]1[CH:25]=[CH:24][C:23]([C:26]([F:29])([F:28])[F:27])=[CH:22][N:21]=1)=[O:10].[NH:30]1[CH:34]=[CH:33][CH:32]=[N:31]1.CN[C@H]1CCCC[C@@H]1NC.[C:45]([O-:48])([O-])=[O:46].[Cs+].[Cs+]>[Cu]I.O1CCOCC1>[CH3:17][C@H:13]1[CH2:14][CH2:15][CH2:16][N:11]([C:9]([C:3]2[CH:4]=[C:5]([CH3:8])[CH:6]=[CH:7][C:2]=2[N:30]2[CH:34]=[CH:33][CH:32]=[N:31]2)=[O:10])[C@H:12]1[CH2:18][NH:19][C:20]1[CH:25]=[CH:24][C:23]([C:26]([F:29])([F:28])[F:27])=[CH:22][N:21]=1.[C:45]([OH:48])([C:26]([F:29])([F:28])[F:27])=[O:46] |f:3.4.5|. The solvent is O1CCOCC1 (dioxane). Procedure: A mixture of rac-cis-(2-bromo-5-methylphenyl)(3-methyl-2-(((5-(trifluoromethyl)pyridin-2-yl)amino)methyl)piperidin-1-yl)methanone (0.0326 g, 0.0693 mmol), pyrazole (0.0094 g, 0.139 mmol), (1S,2S)—N1,N2-dimethylcyclohexane-1,2-diamine (0.004 g, 0.0277 mmol), Cs2CO3 (0.045 g, 0.139 mmol) and CuI (0.003 g, 0.0139 mmol) and dioxane (1.0 mL) was degassed and heated overnight at 140° C. The reaction was cooled to RT, and acidified with TFA to pH4-5. The solvent was removed in vacuo to obtain the crude... Reaction conditions: temperature 140 celsius. Reactants: NC(CC(C(=O)OCC)C)C1=C(C=CC=C1F)OCC (ethyl 4-amino-4-(2-ethoxy-6-fluorophenyl)-2-methylbutanoate), CC1=CN=C(S1)C=1C=C(C=O)C=CN1 (2-(5-methylthiazol-2-yl)isonicotinaldehyde). The product is C(C)OC1=C(C(=CC=C1)F)C1CC(C(N1CC1=CC(=NC=C1)C=1SC(=CN1)C)=O)C (5-(2-ethoxy-6-fluorophenyl)-3-methyl-1-((2-(5-methylthiazol-2-yl)pyridin-4-yl)methyl)pyrrolidin-2-one). As a reaction SMILES: [NH2:1][CH:2]([C:11]1[C:16]([F:17])=[CH:15][CH:14]=[CH:13][C:12]=1[O:18][CH2:19][CH3:20])[CH2:3][CH:4]([CH3:10])[C:5]([O:7]CC)=O.[CH3:21][C:22]1[S:26][C:25]([C:27]2[CH:28]=[C:29]([CH:32]=[CH:33][N:34]=2)[CH:30]=O)=[N:24][CH:23]=1>>[CH2:19]([O:18][C:12]1[CH:13]=[CH:14][CH:15]=[C:16]([F:17])[C:11]=1[CH:2]1[N:1]([CH2:30][C:29]2[CH:32]=[CH:33][N:34]=[C:27]([C:25]3[S:26][C:22]([CH3:21])=[CH:23][N:24]=3)[CH:28]=2)[C:5](=[O:7])[CH:4]([CH3:10])[CH2:3]1)[CH3:20]. Reported procedure: Prepared according to the described general procedure 2 (GP2) by reaction of ethyl 4-amino-4-(2-ethoxy-6-fluorophenyl)-2-methylbutanoate with 2-(5-methylthiazol-2-yl)isonicotinaldehyde. Subsequent purification by preparative HPLC afforded the target compound. LC-MS (conditions A): tR=0.86 min.; [M+H]+: 425.99 g/mol. Reactants: C1=NNC=2N=CC=3CN(CCC3C21)C(=O)NC=2C=C(C(=O)OCC)C=CC2 (ethyl 3-(6,7,8,9-tetrahydro-3H-pyrazolo[3,4-c][2,7]naphthyridine-7-carboxamido)benzoate), COC1=CC=C(CN2N=CC3=C2N=CC=2CNCCC32)C=C1 (3-(4-methoxy-benzyl)-6,7,8,9-tetrahydro-3H-pyrazolo[3,4-c][2,7]naphthyridine). The solvent is FC(C(=O)O)(F)F (trifluoroacetic acid). Reaction conditions: time 20 minute. The product is C1=NNC=2N=CC=3CN(CCC3C21)C(=O)NC=2C=C(C(=O)O)C=CC2 (3-(6,7,8,9-tetrahydro-3H-pyrazolo[3,4-c][2,7]naphthyridine-7-carboxamido)benzoic acid), C1=NNC=2N=CC=3CN(CCC3C21)C(=O)NC=2C=C(C(=O)OCC)C=CC2 (ethyl 3-(6,7,8,9-tetrahydro-3H-pyrazolo[3,4-c][2,7]naphthyridine-7-carboxamido)benzoate). Yield: 83.0%. Reaction SMILES: [CH:1]1[C:13]2[C:12]3[CH2:11][CH2:10][N:9]([C:14]([NH:16][C:17]4[CH:18]=[C:19]([CH:25]=[CH:26][CH:27]=4)[C:20]([O:22][CH2:23][CH3:24])=[O:21])=[O:15])[CH2:8][C:7]=3[CH:6]=[N:5][C:4]=2[NH:3][N:2]=1.COC1C=CC(CN2C3N=CC4CNCCC=4C=3C=N2)=CC=1>FC(F)(F)C(O)=O>[CH:1]1[C:13]2[C:12]3[CH2:11][CH2:10][N:9]([C:14]([NH:16][C:17]4[CH:18]=[C:19]([CH:25]=[CH:26][CH:27]=4)[C:20]([OH:22])=[O:21])=[O:15])[CH2:8][C:7]=3[CH:6]=[N:5][C:4]=2[NH:3][N:2]=1.[CH:1]1[C:13]2[C:12]3[CH2:11][CH2:10][N:9]([C:14]([NH:16][C:17]4[CH:18]=[C:19]([CH:25]=[CH:26][CH:27]=4)[C:20]([O:22][CH2:23][CH3:24])=[O:21])=[O:15])[CH2:8][C:7]=3[CH:6]=[N:5][C:4]=2[NH:3][N:2]=1. Procedure: Step-1: Synthesis of ethyl 3-(6,7,8,9-tetrahydro-3H-pyrazolo[3,4-c][2,7]naphthyridine-7-carboxamido)benzoate. Step (i): A solution of 3-(4-methoxy-benzyl)-6,7,8,9-tetrahydro-3H-pyrazolo[3,4-c][2,7]naphthyridine (0.945 g, 3.21 mmol) in trifluoroacetic acid (10 mL) was heated at 65° C. for 16 hours. Once the reaction was complete the solvent was removed under reduced pressure to give a dark brown solid. The product was used in the next step without any further purification. Step (ii): To the dark ... Reactants: E2, FC=1C=C(C=CC1OC1=CC(=CC=C1)C(F)(F)F)CO ((3-fluoro-4-(3-(trifluoromethyl)phenoxy)phenyl)methanol), ClC1=NC(N2C(N(CCC2)C)=C1)=O (8-chloro-1-methyl-3,4-dihydro-1H-pyrimido[1,6-a]pyrimidin-6(2H)-one). Product: FC=1C=C(COC2=NC(N3C(N(CCC3)C)=C2)=O)C=CC1OC1=CC(=CC=C1)C(F)(F)F (8-((3-fluoro-4-(3-(trifluoromethyl)phenoxy)benzyl)oxy)-1-methyl-3,4-dihydro-1H-pyrimido[1,6-a]pyrimidin-6(2H)-one). RXN SMILES: [F:1][C:2]1[CH:3]=[C:4]([CH2:19][OH:20])[CH:5]=[CH:6][C:7]=1[O:8][C:9]1[CH:14]=[CH:13][CH:12]=[C:11]([C:15]([F:18])([F:17])[F:16])[CH:10]=1.Cl[C:22]1[CH:32]=[C:26]2[N:27]([CH3:31])[CH2:28][CH2:29][CH2:30][N:25]2[C:24](=[O:33])[N:23]=1>>[F:1][C:2]1[CH:3]=[C:4]([CH:5]=[CH:6][C:7]=1[O:8][C:9]1[CH:14]=[CH:13][CH:12]=[C:11]([C:15]([F:17])([F:18])[F:16])[CH:10]=1)[CH2:19][O:20][C:22]1[CH:32]=[C:26]2[N:27]([CH3:31])[CH2:28][CH2:29][CH2:30][N:25]2[C:24](=[O:33])[N:23]=1. Procedure: The title compound or its salt was prepared by a procedure similar to that described for E2 starting from (3-fluoro-4-(3-(trifluoromethyl)phenoxy)phenyl)methanol and 8-chloro-1-methyl-3,4-dihydro-1H-pyrimido[1,6-a]pyrimidin-6(2H)-one. The reactants are CC1(OC(C(C(O1)=O)CC1=CNC2=CC=C(C=C12)Br)=O)C (3-(2,2-dimethyl-4,6-dioxo-1,3-dioxane-5-yl)methyl-5-bromoindole), NC1=C(C(=O)NC2=CC(=CC=C2)OC(C)C)C=CC=C1 (2-amino-N-(3-isopropoxyphenyl)benzamide), CC1=CC=C(C=C1)S(=O)(=O)[O-].C1=CC=[NH+]C=C1 (PPTS). Run in N1=CC=CC=C1 (pyridine). Yields the product BrC=1C=C2C(=CNC2=CC1)CCC1=NC2=CC=CC=C2C(N1C1=CC(=CC=C1)OC(C)C)=O (2-[2-(5-Bromoindol-3-yl)ethyl]-3-(3-isopropoxyphenyl)-4-quinazolinone). As a reaction SMILES: CC1(C)O[C:6](=O)[CH:5]([CH2:9][C:10]2[C:18]3[C:13](=[CH:14][CH:15]=[C:16]([Br:19])[CH:17]=3)[NH:12][CH:11]=2)C(=O)O1.[NH2:22][C:23]1[CH:41]=[CH:40][CH:39]=[CH:38][C:24]=1[C:25]([NH:27][C:28]1[CH:33]=[CH:32][CH:31]=[C:30]([O:34][CH:35]([CH3:37])[CH3:36])[CH:29]=1)=[O:26].CC1C=CC(S([O-])(=O)=O)=CC=1.C1C=C[NH+]=CC=1>N1C=CC=CC=1>[Br:19][C:16]1[CH:17]=[C:18]2[C:13](=[CH:14][CH:15]=1)[NH:12][CH:11]=[C:10]2[CH2:9][CH2:5][C:6]1[N:27]([C:28]2[CH:33]=[CH:32][CH:31]=[C:30]([O:34][CH:35]([CH3:36])[CH3:37])[CH:29]=2)[C:25](=[O:26])[C:24]2[C:23](=[CH:41][CH:40]=[CH:39][CH:38]=2)[N:22]=1 |f:2.3|. Reported procedure: A solution of 3-(2,2-dimethyl-4,6-dioxo-1,3-dioxane-5-yl)methyl-5-bromoindole (4.12 g, 12 mmol), 2-amino-N-(3-isopropoxyphenyl)benzamide (3.48 g, 13 mmol), and PPTS (1.64 g, 6.5 mmol) in 50 ml of pyridine was refluxed for 3.5 days. The reaction mixture was then evaporated in vacuo to dryness, and the residue was taken up in methylene chloride. The product was chromatographed (30% ethyl acetate/hexanes, SiO2) and the title product (2.13 g, 36%) crystallized by allowing the fractions containing pr...